This data is from the Open Reaction Database (ORD), a public repository of structured organic reaction records. The task is: describe an organic reaction: reactants, conditions, products, and yield Reactants: II (Iodine), C(C)OC([C@@H](NC=O)CC1=CC(=C(C=C1)OC)OC)=O (N-Formyl-3,4-dimethoxy-L-phenylalanine ethyl ester). Reagents/catalysts: FC(C(=O)[O-])(F)F.[Ag+] (silver trifluoroacetate). Run in C(Cl)Cl (methylene chloride). Reaction conditions: time 48 hour. Product: C(C)OC([C@@H](NC=O)CC1=CC(=C(C=C1I)OC)OC)=O (N-Formyl-3,4-dimethoxy-6-iodo-L-phenylalanine ethyl ester). Yield: 75.3%. As a reaction SMILES: [I:1]I.[CH2:3]([O:5][C:6](=[O:22])[C@H:7]([CH2:11][C:12]1[CH:17]=[CH:16][C:15]([O:18][CH3:19])=[C:14]([O:20][CH3:21])[CH:13]=1)[NH:8][CH:9]=[O:10])[CH3:4]>C(Cl)Cl.FC(F)(F)C([O-])=O.[Ag+]>[CH2:3]([O:5][C:6](=[O:22])[C@H:7]([CH2:11][C:12]1[C:17]([I:1])=[CH:16][C:15]([O:18][CH3:19])=[C:14]([O:20][CH3:21])[CH:13]=1)[NH:8][CH:9]=[O:10])[CH3:4] |f:3.4|. Reported procedure: Iodine (2.1 g, 8.3 mmol) was added to a solution of dimethoxy derivative 2 (2.1 g, 7.5 mmol) and silver trifluoroacetate (2.0 g, 9.1 mmol) in methylene chloride (110 mL) and the reaction mixture was stirred at room temperature for 48 h. The yellow precipitate that formed was filtered and washed with methylene chloride. The combined filtrates were washed with 1M Na2S2O5 (2×75 mL), water (2×75 mL), dried and concentrated under reduced pressure to give a solid residue. Recrystallization of this res... Starting materials: COc1cc(C(=O)O)ccc1OCCCN1CCOCC1, O=C(O)C(F)(F)F, O=[N+]([O-])O. Yields the product COc1cc(C(=O)O)c([N+](=O)[O-])cc1OCCCN1CCOCC1. RXN SMILES: [CH3:5][O:6][c:7]1[cH:8][c:9]([C:10](=[O:11])[OH:12])[cH:13][cH:14][c:15]1[O:16][CH2:17][CH2:18][CH2:19][N:20]1[CH2:21][CH2:22][O:23][CH2:24][CH2:25]1.[F:26][C:27]([F:28])([F:29])[C:30]([OH:31])=[O:32].[OH:1][N+:2]([O-:3])=[O:4]>>[O-:1][N+:2](=[O:4])[c:13]1[c:9]([C:10](=[O:11])[OH:12])[cH:8][c:7]([O:6][CH3:5])[c:15]([O:16][CH2:17][CH2:18][CH2:19][N:20]2[CH2:21][CH2:22][O:23][CH2:24][CH2:25]2)[cH:14]1. Reactants: O (water), N1=CC(=CC=C1)C=O (3-Pyridinecarboxaldehyde), C([O-])([O-])=O.[K+].[K+] (potassium carbonate), FC(F)(F)[Si](C)(C)C ((trifluoromethyl)trimethylsilane). The solvent is C(C)(=O)OCC (ethyl acetate), CN(C=O)C (N,N-dimethylformamide). Product: FC(C(O)C=1C=NC=CC1)(F)F (3-(2,2,2-trifluoro-1-hydroxyethyl) pyridine). Isolated yield 90.8%. Reaction SMILES: [N:1]1[CH:6]=[CH:5][CH:4]=[C:3]([CH:7]=[O:8])[CH:2]=1.C(=O)([O-])[O-].[K+].[K+].[F:15][C:16]([Si](C)(C)C)([F:18])[F:17].O>CN(C)C=O.C(OCC)(=O)C>[F:15][C:16]([F:18])([F:17])[CH:7]([C:3]1[CH:2]=[N:1][CH:6]=[CH:5][CH:4]=1)[OH:8] |f:1.2.3|. Reported procedure: 3-Pyridinecarboxaldehyde (200 μL, 2.12 mmol) and potassium carbonate (58.6 mg, 0.424 mmol) were suspended in N,N-dimethylformamide (4.0 mL). To this, (trifluoromethyl)trimethylsilane (940 μL, 3.63 mmol) was added dropwise under a nitrogen atmosphere at room temperature and the mixture was stirred at the same temperature for 1.5. After water was added to the reaction mixture, extraction with ethyl acetate was performed, followed by washing with brine and drying over anhydrous sodium sulfate. The ... Reactants: O=C([O-])[O-], CC(=O)OC(C)=O, COC(=O)c1occc1C, ClCCl, [Na+], [Na+], Cl[Sn](Cl)(Cl)Cl. Yields the product COC(=O)c1oc(C(C)=O)cc1C. Reaction SMILES: [C:23](=[O:24])([O-:25])[O-:26].[CH3:16][C:17](=[O:18])[O:19][C:20](=[O:21])[CH3:22].[CH3:6][O:7][C:8](=[O:9])[c:10]1[o:11][cH:12][cH:13][c:14]1[CH3:15].[Cl:29][CH2:30][Cl:31].[Na+:27].[Na+:28].[Sn:1]([Cl:2])([Cl:3])([Cl:4])[Cl:5]>>[CH3:6][O:7][C:8](=[O:9])[c:10]1[o:11][c:12]([C:17]([CH3:16])=[O:18])[cH:13][c:14]1[CH3:15]. Reactants: CCN1CC(N2CCOCC2)COc2ccc([N+](=O)[O-])cc21, CCO, [H][H]. The product is CCN1CC(N2CCOCC2)COc2ccc(N)cc21. RXN SMILES: [CH2:1]([CH3:2])[N:3]1[CH2:4][CH:5]([N:17]2[CH2:18][CH2:19][O:20][CH2:21][CH2:22]2)[CH2:6][O:7][c:8]2[c:9]1[cH:10][c:11]([N+:14]([O-:15])=[O:16])[cH:12][cH:13]2.[CH3:25][CH2:26][OH:27].[H:23][H:24]>>[CH2:1]([CH3:2])[N:3]1[CH2:4][CH:5]([N:17]2[CH2:18][CH2:19][O:20][CH2:21][CH2:22]2)[CH2:6][O:7][c:8]2[c:9]1[cH:10][c:11]([NH2:14])[cH:12][cH:13]2.